Dataset: the Open Reaction Database (ORD), a public repository of structured organic reaction records. Task: describe an organic reaction: reactants, conditions, products, and yield Starting materials: CCOC(=O)C=P(c1ccccc1)(c1ccccc1)c1ccccc1, Cc1ccccc1, O=Cc1ccc([N+](=O)[O-])c(O)c1. Product: CCOC(=O)C=Cc1ccc([N+](=O)[O-])c(O)c1. As a reaction SMILES: [C:13](=[O:14])([O:15][CH2:16][CH3:17])[CH:18]=[P:19]([c:20]1[cH:21][cH:22][cH:23][cH:24][cH:25]1)([c:26]1[cH:27][cH:28][cH:29][cH:30][cH:31]1)[c:32]1[cH:33][cH:34][cH:35][cH:36][cH:37]1.[CH3:38][c:39]1[cH:40][cH:41][cH:42][cH:43][cH:44]1.[OH:1][c:2]1[cH:3][c:4]([CH:5]=[O:6])[cH:7][cH:8][c:9]1[N+:10](=[O:11])[O-:12]>>[OH:1][c:2]1[cH:3][c:4]([CH:5]=[CH:18][C:13](=[O:14])[O:15][CH2:16][CH3:17])[cH:7][cH:8][c:9]1[N+:10](=[O:11])[O-:12]. Procedure details: 4.31 g (46.9 mmol) of methyl carbazate were initially charged in water (40 ml) and admixed with 4.75 g (46.9 mmol) of conc. hydrochloric acid (36% strength). 10.0 g (46.9 mmol) of diphenyl imidocarbonate (preparation of diphenyl imidocarbonate similar to the method of Heydayatullah, M. Bull Soc. Chim Fr. 1967, 416) were added a little at a time to this solution, at 7° C. After 4 hours of stirring with ice-bath cooling, the mixture was extracted with ethyl acetate (4×100 ml). The combined organic... Run in O (water). RXN SMILES: [C:1]([O:5][CH3:6])(=[O:4])[NH:2]N.Cl.[C:8](=[NH:23])([O:16][C:17]1[CH:22]=[CH:21][CH:20]=[CH:19][CH:18]=1)[O:9][C:10]1[CH:15]=[CH:14][CH:13]=[CH:12][CH:11]=1>O>[O:16]([C:8]([O:9][C:10]1[CH:11]=[CH:12][CH:13]=[CH:14][CH:15]=1)=[N:23][NH:2][C:1]([O:5][CH3:6])=[O:4])[C:17]1[CH:18]=[CH:19][CH:20]=[CH:21][CH:22]=1. Run at time 4 hour. Yields the product O(C1=CC=CC=C1)C(=NNC(=O)OC)OC1=CC=CC=C1 (methyl N′-diphenoxymethylenehydrazine-carboxylate). Starting materials: C(NN)(=O)OC (methyl carbazate), C(OC1=CC=CC=C1)(OC1=CC=CC=C1)=N (diphenyl imidocarbonate), C(OC1=CC=CC=C1)(OC1=CC=CC=C1)=N (diphenyl imidocarbonate), Cl (hydrochloric acid). Starting materials: C(C)(=O)O (Acetic acid), [N+](=O)(O)[O-] (nitric acid), C(CC)SC1=NC(=CC(=N1)O)O (2-propylthio-pyrimidine-4,6-diol). Run in O (water). Reaction conditions: time 1 hour. Yields the product [N+](=O)([O-])C=1C(=NC(=NC1O)SCCC)O (5-nitro-2-propylthiopyrimidine-4,6-diol). Reaction SMILES: C(O)(=O)C.[N+:5]([O-:8])(O)=[O:6].[CH2:9]([S:12][C:13]1[N:18]=[C:17]([OH:19])[CH:16]=[C:15]([OH:20])[N:14]=1)[CH2:10][CH3:11]>O>[N+:5]([C:16]1[C:15]([OH:20])=[N:14][C:13]([S:12][CH2:9][CH2:10][CH3:11])=[N:18][C:17]=1[OH:19])([O-:8])=[O:6]. Procedure details: Acetic acid (125 ml) and fuming nitric acid (42.5 ml) were placed in a clean and dry reaction assembly, followed by the addition of 2-propylthio-pyrimidine-4,6-diol (50 g) over a period of 60 minutes at 30-35° C. and with stirring for 1 hour. After completion of the reaction, monitored by TLC, the reaction mass was slowly added to water (250 ml) with maintaining the temperature at below 25° C. The resulting slurry was stirred for 1 hour at 20-25° C. The product was isolated by filtration and was... Starting materials: [K] (potassium), ClC1=C2C(C(=O)NC2=O)=C(C(=C1Cl)Cl)Cl (3,4,5,6-tetrachlorophthalimide), ClC1=C(C(=O)Cl)C=CC(=C1)Cl (2,4-Dichlorobenzoyl chloride). The solvent is O1CCOCC1 (dioxane). Yields the product desired product, ClC1=C(C(=O)N2C(C=3C(C2=O)=C(C(=C(C3Cl)Cl)Cl)Cl)=O)C=CC(=C1)Cl (N-(2,4-dichlorobenzoyl)-3,4,5,6-tetrachlorophthalimide). As a reaction SMILES: [K].[Cl:2][C:3]1[C:13]([Cl:14])=[C:12]([Cl:15])[C:11]([Cl:16])=[C:5]2[C:6]([NH:8][C:9](=[O:10])[C:4]=12)=[O:7].[Cl:17][C:18]1[CH:26]=[C:25]([Cl:27])[CH:24]=[CH:23][C:19]=1[C:20](Cl)=[O:21]>O1CCOCC1>[Cl:17][C:18]1[CH:26]=[C:25]([Cl:27])[CH:24]=[CH:23][C:19]=1[C:20]([N:8]1[C:9](=[O:10])[C:4]2=[C:3]([Cl:2])[C:13]([Cl:14])=[C:12]([Cl:15])[C:11]([Cl:16])=[C:5]2[C:6]1=[O:7])=[O:21] |^1:0|. Procedure: The potassium salt of 3,4,5,6-tetrachlorophthalimide (0.10 mole) and dioxane (1200 ml) are charged into a glass reaction vessel equipped with a mechanical stirrer, thermometer and reflux condenser. 2,4-Dichlorobenzoyl chloride (0.10 mole) is then added dropwise, with stirring, to the reaction mixture at room temperature. After the addition is completed the reaction mixture is heated at reflux for a period of about 1 hour. After this time the reaction mixture is filtered and the filtrate is strip... Starting materials: O=C([O-])[O-], C1CCOC1, CCOC(=O)c1cn(C2CCNC2)c2ccc(I)cc2c1=O, CI, [K+], [K+]. The product is CCOC(=O)c1cn(C2CCN(C)C2)c2ccc(I)cc2c1=O. Reaction SMILES: [C:25](=[O:26])([O-:27])[O-:28].[CH2:31]1[O:32][CH2:33][CH2:34][CH2:35]1.[I:1][c:2]1[cH:3][c:4]2[c:5](=[O:22])[c:6]([C:17](=[O:18])[O:19][CH2:20][CH3:21])[cH:7][n:8]([CH:12]3[CH2:13][NH:14][CH2:15][CH2:16]3)[c:9]2[cH:10][cH:11]1.[I:23][CH3:24].[K+:29].[K+:30]>>[I:1][c:2]1[cH:3][c:4]2[c:5](=[O:22])[c:6]([C:17](=[O:18])[O:19][CH2:20][CH3:21])[cH:7][n:8]([CH:12]3[CH2:13][N:14]([CH3:25])[CH2:15][CH2:16]3)[c:9]2[cH:10][cH:11]1. Reactants: Br, Cl, [K+], N=C(N)Nc1nc(CCCCN2C(=O)c3ccccc3C2=O)cs1, [OH-], O. Product: Br, Cl, N=C(N)Nc1nc(CCCCN)cs1. As a reaction SMILES: [BrH:1].[ClH:28].[K+:27].[NH:2]([C:3](=[NH:4])[NH2:5])[c:6]1[s:7][cH:8][c:9]([CH2:11][CH2:12][CH2:13][CH2:14][N:15]2[C:16](=[O:17])[c:18]3[cH:19][cH:20][cH:21][cH:22][c:23]3[C:24]2=[O:25])[n:10]1.[OH-:26].[OH2:29]>>[BrH:1].[ClH:28].[NH:2]([C:3](=[NH:4])[NH2:5])[c:6]1[s:7][cH:8][c:9]([CH2:11][CH2:12][CH2:13][CH2:14][NH2:15])[n:10]1. The reactants are O=C([O-])[O-], Clc1ncc(Cl)c(Cl)n1, [K+], [K+], CNC(=O)c1ccccc1N, CN(C)C=O, O. Product: CNC(=O)c1ccccc1Nc1nc(Cl)ncc1Cl. Reaction SMILES: [C:21](=[O:22])([O-:23])[O-:24].[Cl:12][c:13]1[n:14][cH:15][c:16]([Cl:20])[c:17]([Cl:19])[n:18]1.[K+:25].[K+:26].[NH2:1][c:2]1[c:3]([C:4](=[O:5])[NH:6][CH3:7])[cH:8][cH:9][cH:10][cH:11]1.[O:28]=[CH:29][N:30]([CH3:31])[CH3:32].[OH2:27]>>[NH:1]([c:2]1[c:3]([C:4](=[O:5])[NH:6][CH3:7])[cH:8][cH:9][cH:10][cH:11]1)[c:17]1[c:16]([Cl:20])[cH:15][n:14][c:13]([Cl:12])[n:18]1. Reported procedure: A solution of sodium thiocyanate (1 eq) in acetone was added slowly in to a solution of 4-(chloromethyl)benzoylchloride (1 eq) in acetone at 0° C. The mixture was then filtered in to a solution of {4-[3-amino-4-(methylamino)phenoxy](2-pyridyl)}-N-methylcarboxamide (1 eq) in acetone. Formation of N-acylthiourea was followed by LC/MS. The mixture was concentrated and taken in tetrahydrofuran and to it was added 1-ethyl-(3-dimethylaminopropyl)carbodimidehydrochloride (2 eq) and stirred at ambient t... Reactants: [S-]C#N.[Na+] (sodium thiocyanate), ClCC1=CC=C(C(=O)Cl)C=C1 (4-(chloromethyl)benzoylchloride), N-acylthiourea, NC=1C=C(OC2=CC(=NC=C2)C(=O)NC)C=CC1NC ({4-[3-amino-4-(methylamino)phenoxy](2-pyridyl)}-N-methylcarboxamide), Cl.C(C)N=C=NCCCN(C)C (1-ethyl-(3-dimethylaminopropyl)carbodimidehydrochloride). RXN SMILES: [S-][C:2]#[N:3].[Na+].[Cl:5][CH2:6][C:7]1[CH:15]=[CH:14][C:10]([C:11](Cl)=[O:12])=[CH:9][CH:8]=1.[NH2:16][C:17]1[CH:18]=[C:19]([CH:31]=[CH:32][C:33]=1[NH:34][CH3:35])[O:20][C:21]1[CH:26]=[CH:25][N:24]=[C:23]([C:27](NC)=[O:28])[CH:22]=1.Cl.[CH2:37]([N:39]=C=NCCCN(C)C)C>CC(C)=O>[Cl:5][CH2:6][C:7]1[CH:15]=[CH:14][C:10]([C:11]([NH:39][C:37]2[N:34]([CH3:35])[C:33]3[CH:32]=[CH:31][C:19]([O:20][C:21]4[CH:26]=[CH:25][N:24]=[C:23]([C:27]([NH:3][CH3:2])=[O:28])[CH:22]=4)=[CH:18][C:17]=3[N:16]=2)=[O:12])=[CH:9][CH:8]=1 |f:0.1,4.5|. Solvent: CC(=O)C (acetone), CC(=O)C (acetone), CC(=O)C (acetone). Yields the product ClCC1=CC=C(C=C1)C(=O)NC1=NC2=C(N1C)C=CC(=C2)OC2=CC(=NC=C2)C(=O)NC ([4-(2-{[4-(chloromethyl)phenyl]carbonylamino)-1-methylbenzimidazol-5-yloxy)(2-pyridyl)]-N-methylcarboxamide). Conditions: time 16 hour. Reactants: CC=1C=C2C(=CC1C)N(C3=NC(=O)NC(=O)C3=N2)C[C@@H]([C@@H]([C@@H](CO)O)O)O (e101), FC(C1CCN(CC1)C(=O)OCC1=CC=CC=C1)F (benzyl 4-(difluoromethyl)piperidine-1-carboxylate), [H][H] (hydrogen). The reagents and catalysts are [Pd] (palladium). The solvent is CCO (EtOH). Conditions: time 8 hour. Product: FC(C1CCNCC1)F (4-(difluoromethyl)piperidine). Isolated yield 15.5%. As a reaction SMILES: [F:1][CH:2]([F:19])[CH:3]1[CH2:8][CH2:7][N:6](C(OCC2C=CC=CC=2)=O)[CH2:5][CH2:4]1.CC1C=C2N=C3C(=NC(NC3=O)=O)N(C[C@H](O)[C@H](O)[C@H](O)CO)C2=CC=1C.[H][H]>[Pd].CCO>[F:1][CH:2]([F:19])[CH:3]1[CH2:8][CH2:7][NH:6][CH2:5][CH2:4]1. Reported procedure: A 250 flask charged with benzyl 4-(difluoromethyl)piperidine-1-carboxylate (1.16 g, 4.31 mmol), palladium, 10 wt. % (dry basis) on activated carbon, wet, degussa type e101 ne/w (0.563 g, 0.265 mmol) and EtOH (25 mL) was evacuated/backfilled with hydrogen (1 atm, 3×). After stirring overnight at room temperature, more palladium, 10 wt. % (dry basis) on activated carbon, wet, degussa type e101 ne/w (1.09 g) was added and the reaction was evacuated/backfilled with hydrogen (1 atm, 3×). After stirri...